Dataset: the Open Reaction Database (ORD), a public repository of structured organic reaction records. Task: describe an organic reaction: reactants, conditions, products, and yield Reactants: ClC=1C=CC(=NC1)NC(=O)CN1C(=NC2=C1C=CC(=C2)C(=O)O)C(NC2CCN(CC2)C(C)C)=O (1-[(5-chloro-pyridin-2-ylcarbamoyl)-methyl]-2-(1-isopropyl-piperidin-4-ylcarbamoyl)-1H-benzoimidazole-5-carboxylic acid), NCCO (2-amino-ethanol). The product is 5-[(2-hydroxy-ethyl)-amide]2-[(1-isopropyl-piperidin-4-yl)-amide]1-[(5-Chloro-pyridin-2-ylcarbamoyl)-methyl]-1H-benzoimidazole-2,5-dicarboxylic acid 5-[(2-hydroxy-ethyl)-amide]2-[(1-isopropyl-piperidin-4-yl)-amide], ClC=1C=CC(=NC1)NC(=O)CN1C(=NC2=C1C=CC(=C2)C(=O)O)C(=O)O (1-[(5-Chloro-pyridin-2-ylcarbamoyl)-methyl]-1H-benzoimidazole-2,5-dicarboxylic acid). Reaction SMILES: [Cl:1][C:2]1[CH:3]=[CH:4][C:5]([NH:8][C:9]([CH2:11][N:12]2[C:16]3[CH:17]=[CH:18][C:19]([C:21]([OH:23])=[O:22])=[CH:20][C:15]=3[N:14]=[C:13]2[C:24](=[O:35])NC2CCN(C(C)C)CC2)=[O:10])=[N:6][CH:7]=1.NCC[OH:39]>>[Cl:1][C:2]1[CH:3]=[CH:4][C:5]([NH:8][C:9]([CH2:11][N:12]2[C:16]3[CH:17]=[CH:18][C:19]([C:21]([OH:23])=[O:22])=[CH:20][C:15]=3[N:14]=[C:13]2[C:24]([OH:39])=[O:35])=[O:10])=[N:6][CH:7]=1. Reported procedure: 5-[(2-hydroxy-ethyl)-amide]2-[(1-isopropyl-piperidin-4-yl)-amide]1-[(5-Chloro-pyridin-2-ylcarbamoyl)-methyl]-1H-benzoimidazole-2,5-dicarboxylic acid 5-[(2-hydroxy-ethyl)-amide]2-[(1-isopropyl-piperidin-4-yl)-amide] was prepared by a procedure according to example 22 starting from 50 mg (0.10 mmol) 1-[(5-chloro-pyridin-2-ylcarbamoyl)-methyl]-2-(1-isopropyl-piperidin-4-ylcarbamoyl)-1H-benzoimidazole-5-carboxylic acid and 6.8 mg (0.11 mmol) 2-amino-ethanol. The title compound was obtained as its fo... Reactants: BrC1=NC(=NC=2NC(C=NC12)=O)SCC1=C(C(=CC=C1)Cl)F (4-Bromo-2-[[(3-chloro-2-fluorophenyl)methyl]thio]-7(8H)-pteridinone), N[C@@H](CNC(OC(C)(C)C)=O)C ([(2R)-2-aminopropyl]carbamic acid, 1,1-dimethylethyl ester). The product is ClC=1C(=C(C=CC1)CSC1=NC=2NC(C=NC2C(=N1)N[C@@H](CNC(OC(C)(C)C)=O)C)=O)F ([(2R)-2-[[2-[[(3-Chloro-2-fluorophenyl)methyl]thio]-7,8-dihydro-7-oxo-4-pteridinyl]amino]propyl]-carbamic acid, 1,1-dimethylethyl ester). Yield: 89.8%. RXN SMILES: Br[C:2]1[C:11]2[N:10]=[CH:9][C:8](=[O:12])[NH:7][C:6]=2[N:5]=[C:4]([S:13][CH2:14][C:15]2[CH:20]=[CH:19][CH:18]=[C:17]([Cl:21])[C:16]=2[F:22])[N:3]=1.[NH2:23][C@H:24]([CH3:34])[CH2:25][NH:26][C:27](=[O:33])[O:28][C:29]([CH3:32])([CH3:31])[CH3:30]>>[Cl:21][C:17]1[C:16]([F:22])=[C:15]([CH2:14][S:13][C:4]2[N:3]=[C:2]([NH:23][C@H:24]([CH3:34])[CH2:25][NH:26][C:27](=[O:33])[O:28][C:29]([CH3:31])([CH3:30])[CH3:32])[C:11]3[N:10]=[CH:9][C:8](=[O:12])[NH:7][C:6]=3[N:5]=2)[CH:20]=[CH:19][CH:18]=1. Procedure details: The titled compound (83 mg) was prepared by the method of Example 6, step (f) using the product from Example 6, step (e) (75 mg) and the product from example 9, step (d) (72 mg). Starting materials: C(C1=CC=CC=C1)S(=O)(=O)C1(NC=C(C2=CC=CC=C12)Br)C1=CNC2=NC=CC=C12 (benzylsulfonyl-1-(7-aza-1H-indol-3-yl)-4-bromo-1,2-dihydroisoquinoline), N1C=CC2=CC=CN=C12 (7-azaindole), BrC1=CN=CC2=CC=CC=C12 (4-bromoisoquinoline), α-phenylmethylsulphonyl chloride. Yields the product C(C1=CC=CC=C1)S(=O)(=O)N1C(C2=CC=CC=C2C(=C1)Br)C1=CNC2=NC=CC=C12 (2(benzylsulfonyl)-1-(7-aza-1H-indol-3-yl)-4-bromo-1,2-dihydroisoquinoline). Yield: 61.0%. Reaction SMILES: [CH2:1]([S:8](C1(C2C3C(=NC=CC=3)NC=2)C2C(=CC=CC=2)C(Br)=CN1)(=[O:10])=[O:9])[C:2]1[CH:7]=[CH:6][CH:5]=[CH:4][CH:3]=1.[NH:31]1[C:39]2[C:34](=[CH:35][CH:36]=[CH:37][N:38]=2)[CH:33]=[CH:32]1.[Br:40][C:41]1[C:50]2[C:45](=[CH:46][CH:47]=[CH:48][CH:49]=2)[CH:44]=[N:43][CH:42]=1>>[CH2:1]([S:8]([N:43]1[CH:42]=[C:41]([Br:40])[C:50]2[C:45](=[CH:46][CH:47]=[CH:48][CH:49]=2)[CH:44]1[C:33]1[C:34]2[C:39](=[N:38][CH:37]=[CH:36][CH:35]=2)[NH:31][CH:32]=1)(=[O:10])=[O:9])[C:2]1[CH:7]=[CH:6][CH:5]=[CH:4][CH:3]=1. Reported procedure: 2(benzylsulfonyl-1-(7-aza-1H-indol-3-yl)-4-bromo-1,2-dihydroisoquinoline: Following the procedure of Example 1, 29.54 mg (0.25 mmol) of 7-azaindole was treated with 104.03 mg (0.5 mmole) of 4-bromoisoquinoline and 47.67 mg (0.25 mmol) of α-phenylmethylsulphonyl chloride to yield 71.98 mg (61% Yield) of 2(benzylsulfonyl)-1-(7-aza-1H-indol-3-yl)-4-bromo-1,2-dihydroisoquinoline. The reactants are O=C1CCC(=O)N1Br, CC(C)O, Nc1cc(Oc2ccc(N)c(Cl)c2)ccn1, O. The product is Nc1ccc(Oc2ccnc(N)c2Br)cc1Cl. RXN SMILES: [Br:17][N:18]1[C:19](=[O:20])[CH2:21][CH2:22][C:23]1=[O:24].[CH:25]([OH:26])([CH3:27])[CH3:28].[NH2:1][c:2]1[n:3][cH:4][cH:5][c:6]([O:8][c:9]2[cH:10][c:11]([Cl:16])[c:12]([NH2:15])[cH:13][cH:14]2)[cH:7]1.[OH2:29]>>[NH2:1][c:2]1[n:3][cH:4][cH:5][c:6]([O:8][c:9]2[cH:10][c:11]([Cl:16])[c:12]([NH2:15])[cH:13][cH:14]2)[c:7]1[Br:17]. The product is C1(=CC=CC=C1)C=1OC(C(CN1)OC(NC1=CC=CC=C1)=O)C1=CC=CC=C1 ((5RS, 6SR)-2,6-diphenyl-5-phenylcarbamoyloxy-5,6-dihydro-4H-1,3-oxazine). Yield: 61.2%. Reaction SMILES: [C:1]1([N:7]=[C:8]=[O:9])[CH:6]=[CH:5][CH:4]=[CH:3][CH:2]=1.[C:10]1([C:16]2[O:17][CH:18]([C:23]3[CH:28]=[CH:27][CH:26]=[CH:25][CH:24]=3)[CH:19]([OH:22])[CH2:20][N:21]=2)[CH:15]=[CH:14][CH:13]=[CH:12][CH:11]=1>ClCCCl>[C:10]1([C:16]2[O:17][CH:18]([C:23]3[CH:24]=[CH:25][CH:26]=[CH:27][CH:28]=3)[CH:19]([O:22][C:8](=[O:9])[NH:7][C:1]3[CH:6]=[CH:5][CH:4]=[CH:3][CH:2]=3)[CH2:20][N:21]=2)[CH:15]=[CH:14][CH:13]=[CH:12][CH:11]=1. Procedure details: Phenyl isocyanate (0.33 g) is added at a temperature in the region of 20° C. to a solution, maintained under an argon atmosphere of (5RS, 6SR)-2,6-diphenyl-5,6-dihydro-4H-1,3-oxazin-5-ol (0.4 g) in 1,2-dichloroethane (10 cc). The solution obtained is stirred under reflux for 4 hours and then concentrated to dryness under reduced pressure (2.7 kPa). The residue is purified by chromatography on silica (0.063-0.2 mm; 50 g) contained in a column 2 cm in diameter, collecting 20-cc fractions. Fraction... Run in ClCCCl (1,2-dichloroethane). Reactants: C1(=CC=CC=C1)N=C=O (Phenyl isocyanate), C1(=CC=CC=C1)C=1OC(C(CN1)O)C1=CC=CC=C1 ((5RS, 6SR)-2,6-diphenyl-5,6-dihydro-4H-1,3-oxazin-5-ol). The reactants are C(C)(=O)N1/C(/C=2CCCCC2CC1)=C/C1=CC=C(C=C1)OC ((E)-2-acetyl-1,2,3,4,5,6,7,8-octahydro-1-(p-methoxybenzylidene)isoquinoline). Reagents/catalysts: CC#N.CC#N.Cl[Pd]Cl (dichlorobis(acetonitrile)palladium(II)). The solvent is O1CCCC1 (tetrahydrofuran). Product: C(C)(=O)N1\C(\C=2CCCCC2CC1)=C/C1=CC=C(C=C1)OC ((Z)-2-acetyl-1,2,3,4,5,6,7,8-octahydro-1-(p-methoxybenzylidene)-isoquinoline). Isolated yield 95.0%. As a reaction SMILES: [C:1]([N:4]1[CH2:13][CH2:12][C:11]2[CH2:10][CH2:9][CH2:8][CH2:7][C:6]=2/[C:5]/1=[CH:14]\[C:15]1[CH:20]=[CH:19][C:18]([O:21][CH3:22])=[CH:17][CH:16]=1)(=[O:3])[CH3:2]>O1CCCC1.CC#N.CC#N.Cl[Pd]Cl>[C:1]([N:4]1[CH2:13][CH2:12][C:11]2[CH2:10][CH2:9][CH2:8][CH2:7][C:6]=2/[C:5]/1=[CH:14]/[C:15]1[CH:16]=[CH:17][C:18]([O:21][CH3:22])=[CH:19][CH:20]=1)(=[O:3])[CH3:2] |f:2.3.4|. Procedure details: A solution of 0.2 g of (E)-2-acetyl-1,2,3,4,5,6,7,8-octahydro-1-(p-methoxybenzylidene)isoquinoline and 8.7 mg of dichlorobis(acetonitrile)palladium(II) in 10 ml of dry tetrahydrofuran was heated at reflux for 7 hours under argon. The yellow solution was evaporated at 15 mbar and the residue was dissolved in diethyl ether. In order to separate the catalyst, the ether solution was filtered through a thin layer of silica gel. After evaporation of the filtrate there was obtained 0.19 g of (Z)-2-acet... Reactants: C1CCOC1, C[Si](C)(C)[N-][Si](C)(C)C, O=CC1=C(c2ccc(NC(=O)c3c(F)cccc3F)cc2)CCCC1, [Na+], [Na]. The product is C=CC1=C(c2ccc(NC(=O)c3c(F)cccc3F)cc2)CCCC1. As a reaction SMILES: [CH2:37]1[O:38][CH2:39][CH2:40][CH2:41]1.[CH3:3][Si:4]([N-:5][Si:6]([CH3:7])([CH3:8])[CH3:9])([CH3:10])[CH3:11].[CH:12](=[O:13])[C:14]1=[C:15]([c:20]2[cH:21][cH:22][c:23]([NH:26][C:27]([c:28]3[c:29]([F:35])[cH:30][cH:31][cH:32][c:33]3[F:34])=[O:36])[cH:24][cH:25]2)[CH2:16][CH2:17][CH2:18][CH2:19]1.[Na+:2].[Na:1]>>[CH2:3]=[CH:12][C:14]1=[C:15]([c:20]2[cH:21][cH:22][c:23]([NH:26][C:27]([c:28]3[c:29]([F:35])[cH:30][cH:31][cH:32][c:33]3[F:34])=[O:36])[cH:24][cH:25]2)[CH2:16][CH2:17][CH2:18][CH2:19]1. Starting materials: ClC1=CC=C(C=C1)C=1C(NC=C(C1)C)=O (3-(p-chlorophenyl) -5-methyl-2-(1H)-pyridone), IC1=CC=CC=C1 (iodobenzene). The product is ClC1=CC=C(C=C1)C=1C(N(C=C(C1)C)C1=CC=CC=C1)=O (3-(4'Chlorophenyl)-5-methyl-1-phenyl-2-(1H)-pyridone). Isolated yield 82.0%. RXN SMILES: [Cl:1][C:2]1[CH:7]=[CH:6][C:5]([C:8]2[C:9](=[O:15])[NH:10][CH:11]=[C:12]([CH3:14])[CH:13]=2)=[CH:4][CH:3]=1.I[C:17]1[CH:22]=[CH:21][CH:20]=[CH:19][CH:18]=1>>[Cl:1][C:2]1[CH:7]=[CH:6][C:5]([C:8]2[C:9](=[O:15])[N:10]([C:17]3[CH:22]=[CH:21][CH:20]=[CH:19][CH:18]=3)[CH:11]=[C:12]([CH3:14])[CH:13]=2)=[CH:4][CH:3]=1. Procedure: 3-(4'Chlorophenyl)-5-methyl-1-phenyl-2-(1H)-pyridone is prepared in 82% yield by the reaction of 3-(p-chlorophenyl) -5-methyl-2-(1H)-pyridone (B. E. Witzel et al. Brit. Pat. No. 1,238,959) with iodobenzene as described in Example 1. Starting materials: [N+](=O)([O-])C1=C2C(=CNC2=CC=C1)C(C(=O)OC)=O (Methyl (4-nitro-1H-indol-3-yl)(oxo)acetate), C(C)[SiH](CC)CC (triethylsilane). Run in C(=O)(C(F)(F)F)O (TFA). Run at time 90 minute. The product is [NH4+].[OH-] (NH4OH), [N+](=O)([O-])C1=C2C(CNC2=CC=C1)CC(=O)OC ((±)-Methyl (4-nitro-2,3-dihydro-1H-indol-3-yl)acetate). Reaction SMILES: [N+:1]([C:4]1[CH:12]=[CH:11][CH:10]=[C:9]2[C:5]=1[C:6]([C:13](=O)[C:14]([O:16][CH3:17])=[O:15])=[CH:7][NH:8]2)([O-:3])=[O:2].C([SiH](CC)CC)C>C(O)(C(F)(F)F)=O>[NH4+:1].[OH-:2].[N+:1]([C:4]1[CH:12]=[CH:11][CH:10]=[C:9]2[C:5]=1[CH:6]([CH2:13][C:14]([O:16][CH3:17])=[O:15])[CH2:7][NH:8]2)([O-:3])=[O:2] |f:3.4|. Procedure details: To a stirred solution of methyl (4-nitro-1H-indol-3-yl)(oxo)acetate from Step A (563 mg, 2.27 mmol) in TFA (25 mL) at 0° C. was added triethylsilane (0.733 mL, 4.54 mmol). After 90 min, the reaction mixture was concentrated in vacuo and the residue was purified by silica gel chromatography, eluting with a gradient of CH2Cl2:MeOH:NH4OH—100:0:0 to 95:4.5:0.5, to give the title compound. MS: m/z=235 (M+1). Starting materials: CC1=COC=2C1=CC1=C(CCN(CC1C)C(C(F)(F)F)=O)N2 (3,5-dimethyl-7-(trifluoroacetyl)-6,7,8,9-tetrahydro-5H-furo[3′,2′:5,6]pyrido[2,3-d]azepine), C(=O)([O-])[O-].[K+].[K+] (K2CO3). Run in CO (MeOH). Reaction conditions: temperature 60 celsius. The product is CC1=COC=2C1=CC1=C(CCNCC1C)N2 (3,5-dimethyl-6,7,8,9-tetrahydro-5H-furo[3′,2′:5,6]pyrido[2,3-d]azepine). Isolated yield 45.5%. Reaction SMILES: [CH3:1][C:2]1[C:6]2=[CH:7][C:8]3[CH:14]([CH3:15])[CH2:13][N:12](C(=O)C(F)(F)F)[CH2:11][CH2:10][C:9]=3[N:22]=[C:5]2[O:4][CH:3]=1.C([O-])([O-])=O.[K+].[K+]>CO>[CH3:1][C:2]1[C:6]2=[CH:7][C:8]3[CH:14]([CH3:15])[CH2:13][NH:12][CH2:11][CH2:10][C:9]=3[N:22]=[C:5]2[O:4][CH:3]=1 |f:1.2.3|. Procedure: A mixture of 2-(allyloxy)-3-iodo-5-methyl-7-(trifluoroacetyl)-6,7,8,9-tetrahydro-5H-pyrido[2,3-d]azepine (300 mg, 682 μmol), Pd(PPh3)2Cl2 (120 mg, 170 μmol), NaOAc (168 mg, 2.04 mmol) and DMA (20 ml) was heated for 30 min at 125 ° C. The reaction mixture was concentrated in vacuo and purified by column chromatography to give 68.0 mg (32%) of 3,5-dimethyl-7-(trifluoroacetyl)-6,7,8,9-tetrahydro-5H -furo[3′,2′:5,6]pyrido[2,3-d]azepine. H-NMR (CDCl3) δ 7.68 (2× s, 1H), 7.46 (2× s, 1H), 4.25-3.25 (m,...